From a dataset of the Open Reaction Database (ORD), a public repository of structured organic reaction records. describe an organic reaction: reactants, conditions, products, and yield Reactants: C(CCC)C1=CC=C(C=C1)C#CC1=CC=C(CN(C=2C=CC(=C(C(=O)OC)C2)F)CCCCCC)C=C1 (methyl 5-[{4-[(4-butylphenyl)ethynyl]benzyl}(hexyl)amino]-2-fluoro-benzoate), [OH-].[Na+] (NaOH), O (water), Cl (HCl). The solvent is CO (MeOH). Reaction conditions: temperature 50 celsius, time 36 hour. The product is C(CCC)C1=CC=C(C=C1)C#CC1=CC=C(CN(C=2C=CC(=C(C(=O)O)C2)F)CCCCCC)C=C1 (5-[{4-[(4-butylphenyl)ethynyl]benzyl}(hexyl)amino]-2-fluorobenzoic acid). Yield: 89.6%. Reaction SMILES: [CH2:1]([C:5]1[CH:10]=[CH:9][C:8]([C:11]#[C:12][C:13]2[CH:37]=[CH:36][C:16]([CH2:17][N:18]([CH2:30][CH2:31][CH2:32][CH2:33][CH2:34][CH3:35])[C:19]3[CH:20]=[CH:21][C:22]([F:29])=[C:23]([CH:28]=3)[C:24]([O:26]C)=[O:25])=[CH:15][CH:14]=2)=[CH:7][CH:6]=1)[CH2:2][CH2:3][CH3:4].[OH-].[Na+].Cl.O>CO>[CH2:1]([C:5]1[CH:6]=[CH:7][C:8]([C:11]#[C:12][C:13]2[CH:37]=[CH:36][C:16]([CH2:17][N:18]([CH2:30][CH2:31][CH2:32][CH2:33][CH2:34][CH3:35])[C:19]3[CH:20]=[CH:21][C:22]([F:29])=[C:23]([CH:28]=3)[C:24]([OH:26])=[O:25])=[CH:15][CH:14]=2)=[CH:9][CH:10]=1)[CH2:2][CH2:3][CH3:4] |f:1.2|. Reported procedure: To a solution of methyl 5-[{4-[(4-butylphenyl)ethynyl]benzyl}(hexyl)amino]-2-fluoro-benzoate (454 mg, 0.91 mmol) in MeOH (40 mL) was added an aqueous solution of NaOH (2.7 mL, 1N). The reaction mixture was stirred at 50° C. for 36 hrs. Then an aqueous solution of HCl (5 mL, 1N) was added and the reaction mixture was poured into water (100 mL) and extracted with Et2O (200 mL+2×100 mL). The combined organic layers were dried over MgSO4 and the solvents were removed under reduced pressure to give 3... Reactants: 3,5-dinitrobenzoyl, C(C)(=O)OCC1COC2=C(N1)C=CC(=C2F)F ((-)-3-acetoxymethyl-7,8-difluoro-2,3-dihydro-4H-[1,4]benzoxazine), C(C)O (ethanol), [OH-].[K+] (potassium hydroxide), C(C)(=O)O (acetic acid). Solvent: O1CCCC1 (tetrahydrofuran). Run at time 30 minute. The product is FC1=C(C2=C(NC(CO2)CO)C=C1)F ((-)-7,8-difluoro-2,3-dihydro-3-hydroxymethyl-4H-[1,4]benzoxazine). RXN SMILES: C([O:4][CH2:5][CH:6]1[NH:11][C:10]2[CH:12]=[CH:13][C:14]([F:17])=[C:15]([F:16])[C:9]=2[O:8][CH2:7]1)(=O)C.C(O)C.[OH-].[K+].C(O)(=O)C>O1CCCC1>[F:17][C:14]1[CH:13]=[CH:12][C:10]2[NH:11][CH:6]([CH2:5][OH:4])[CH2:7][O:8][C:9]=2[C:15]=1[F:16] |f:2.3|. Procedure: In 135 ml of tetrahydrofuran was dissolved 3.03 g of a 3,5-dinitrobenzoyl derivative of (-)-3-acetoxymethyl-7,8-difluoro-2,3-dihydro-4H-[1,4]benzoxazine, and 135 ml of ethanol and 30 ml of 1.0N potassium hydroxide were added to the solution. After the reaction mixture was stirred at room temperature for 30 minutes, 3 ml of acetic acid was added thereto for neutralization. The mixture was concentrated under reduced pressure, and the concentrate was dissolved in 400 ml of chloroform, washed succes... Reactants: C(CCCC)NC(NN)=S (4-pentyl-3-thiosemicarbazide), ClC(C(=O)OCC)C(=O)C (ethyl 2-chloroacetoacetate). Run in O1CCCC1 (tetrahydrofuran). Reaction conditions: time 2 hour. The product is CC1=C(C(=NN1)NCCCCC)C(=O)OCC (5-Methyl-3-(pentylamino)-1H-pyrazole-4-carboxylic acid, ethyl ester). Yield: 20.4%. As a reaction SMILES: [CH2:1]([NH:6][C:7](=S)[NH:8][NH2:9])[CH2:2][CH2:3][CH2:4][CH3:5].Cl[CH:12]([C:18]([CH3:20])=O)[C:13]([O:15][CH2:16][CH3:17])=[O:14]>O1CCCC1>[CH3:20][C:18]1[NH:9][N:8]=[C:7]([NH:6][CH2:1][CH2:2][CH2:3][CH2:4][CH3:5])[C:12]=1[C:13]([O:15][CH2:16][CH3:17])=[O:14]. Procedure: A stirred solution of 25.8 g (0.16 mole) of 4-pentyl-3-thiosemicarbazide in 150 mL of tetrahydrofuran was treated with 26.4 g (0.16 mole) of ethyl 2-chloroacetoacetate, stirred at ambient temperature for 2 hr, heated at reflux for 4 hr, and stirred for ~16 hr at ambient temperature. The reaction mixture contained amorphous material and large yellow crystals, which dissolved on heating at reflux for 1 hr. Upon cooling, large yellow crystals separated and were removed by filtration (sulfur). The f... The reactants are FC1=CC=C(C=C1)C1=CN(C2=CC(=CC=C12)C(=O)OC)C (Methyl 3-(4-Fluoro-phenyl)-1-methyl-1H-indole-6-carboxylate), O[Li].O (LiOH.H2O). The solvent is C1CCOC1.O (THF H2O). Yields the product FC1=CC=C(C=C1)C1=CN(C2=CC(=CC=C12)C(=O)O)C (3-(4-Fluoro-phenyl)-1-methyl-1H-indole-6-carboxylic acid). Isolated yield 100.6%. Reaction SMILES: [F:1][C:2]1[CH:7]=[CH:6][C:5]([C:8]2[C:16]3[C:11](=[CH:12][C:13]([C:17]([O:19]C)=[O:18])=[CH:14][CH:15]=3)[N:10]([CH3:21])[CH:9]=2)=[CH:4][CH:3]=1.O[Li].O>C1COCC1.O>[F:1][C:2]1[CH:3]=[CH:4][C:5]([C:8]2[C:16]3[C:11](=[CH:12][C:13]([C:17]([OH:19])=[O:18])=[CH:14][CH:15]=3)[N:10]([CH3:21])[CH:9]=2)=[CH:6][CH:7]=1 |f:1.2,3.4|. Procedure: To a solution compound 53f (264 mg, 0.93 mmol), and LiOH.H2O (156.4 mg, 3.73 mmol) in THF/H2O (10 mL/10 mL) was stirred at 45° C. for 5 h. The resulting mixture was concentrated and diluted with water. The water layer was acidified with 1N aqueous HCl to pH˜4 and extracted with CH2Cl2. The organic solution was dried over Na2SO4 and concentrated to give compound 53g (252 mg), which was used in the next reaction without further purification. MS m/z (M+H+) 270.1. The reactants are CCCCCCCCCCOc1c(OC)cc([N+](=O)[O-])c2ncccc12, CCCCOCCCC, CC(=O)O, [Fe], O. The product is CCCCCCCCCCOc1c(OC)cc(N)c2ncccc12. RXN SMILES: [CH2:1]([CH2:2][CH2:3][CH2:4][CH2:5][CH2:6][CH2:7][CH2:8][CH2:9][CH3:10])[O:11][c:12]1[c:13]2[cH:14][cH:15][cH:16][n:17][c:18]2[c:19]([N+:24]([O-:25])=[O:26])[cH:20][c:21]1[O:22][CH3:23].[CH2:27]([O:28][CH2:29][CH2:30][CH2:31][CH3:32])[CH2:33][CH2:34][CH3:35].[CH3:36][C:37](=[O:38])[OH:39].[Fe:40].[OH2:41]>>[CH2:1]([CH2:2][CH2:3][CH2:4][CH2:5][CH2:6][CH2:7][CH2:8][CH2:9][CH3:10])[O:11][c:12]1[c:13]2[cH:14][cH:15][cH:16][n:17][c:18]2[c:19]([NH2:24])[cH:20][c:21]1[O:22][CH3:23]. The reactants are ClC=1C=C2C(=CN(C2=CC1)C1=CC=C(C=C1)F)C=1CCNCC1 (5-chloro-1-(4-fluorophenyl)-3-(1,2,3,6-tetrahydropyridin-4-yl)indole), ClCCN1C(NC=C1)=O (1-(2-chloroethyl)imidazolon), C([O-])([O-])=O.[Na+].[Na+] (sodium carbonate). The solvent is C(C(C)C)C(=O)C (methyl isobutyl ketone). Conditions: temperature 92.5 celsius. The product is ClC=1C=C2C(=CN(C2=CC1)C1=CC=C(C=C1)F)C=1CCN(CC1)CCN1C(NCC1)=O (1-[2-[4-[5-chloro-1-(4-flourophenyl)-1H-indol-3-yl]-1,2,3,6-tetrahydro-1-pyridyl]ethyl]-2imidazolidinone). RXN SMILES: [Cl:1][C:2]1[CH:3]=[C:4]2[C:8](=[CH:9][CH:10]=1)[N:7]([C:11]1[CH:16]=[CH:15][C:14]([F:17])=[CH:13][CH:12]=1)[CH:6]=[C:5]2[C:18]1[CH2:19][CH2:20][NH:21][CH2:22][CH:23]=1.Cl[CH2:25][CH2:26][N:27]1[CH:31]=[CH:30][NH:29][C:28]1=[O:32].C(=O)([O-])[O-].[Na+].[Na+]>C(C(C)=O)C(C)C>[Cl:1][C:2]1[CH:3]=[C:4]2[C:8](=[CH:9][CH:10]=1)[N:7]([C:11]1[CH:12]=[CH:13][C:14]([F:17])=[CH:15][CH:16]=1)[CH:6]=[C:5]2[C:18]1[CH2:19][CH2:20][N:21]([CH2:25][CH2:26][N:27]2[CH2:31][CH2:30][NH:29][C:28]2=[O:32])[CH2:22][CH:23]=1 |f:2.3.4|. Reported procedure: 5-chloro-1-(4-fluorophenyl)-3-(1,2,3,6-tetrahydropyridin-4-yl)indole (6.0 kg. 16.5 mol), 1-(2-chloroethyl)imidazolon (3.19 kg, 1.3 eq.), sodium carbonate (anhydrous) and methyl isobutyl ketone (60 L) were mixed. The reaction mixture was heated under N2-cover and stirring until 90-95° C., and was stirred over night at this temperature. The next day the reaction mixture was filtered while still hot. The apparatus and filter cake were washed with further 2.5 L of methyl isobutyl ketone. The combine... Reactants: N#Cc1ccccc1B(O)O, O=C(NCCCC(=O)N1CCCC1CNC(=O)c1ccc(Cl)nc1NCCC1CCCCO1)OCc1ccccc1, CN(C)C=O. Yields the product N#Cc1ccccc1-c1ccc(C(=O)NCC2CCCN2C(=O)CCCNC(=O)OCc2ccccc2)c(NCCC2CCCCO2)n1. RXN SMILES: [C:42](#[N:43])[c:44]1[c:45]([B:50]([OH:51])[OH:52])[cH:46][cH:47][cH:48][cH:49]1.[Cl:1][c:2]1[n:3][c:4]([NH:33][CH2:34][CH2:35][CH:36]2[O:37][CH2:38][CH2:39][CH2:40][CH2:41]2)[c:5]([C:6](=[O:7])[NH:8][CH2:9][CH:10]2[N:11]([C:15]([CH2:16][CH2:17][CH2:18][NH:19][C:20]([O:21][CH2:22][c:23]3[cH:24][cH:25][cH:26][cH:27][cH:28]3)=[O:29])=[O:30])[CH2:12][CH2:13][CH2:14]2)[cH:31][cH:32]1.[O:53]=[CH:54][N:55]([CH3:56])[CH3:57]>>[c:2]1(-[c:45]2[c:44]([C:42]#[N:43])[cH:49][cH:48][cH:47][cH:46]2)[n:3][c:4]([NH:33][CH2:34][CH2:35][CH:36]2[O:37][CH2:38][CH2:39][CH2:40][CH2:41]2)[c:5]([C:6](=[O:7])[NH:8][CH2:9][CH:10]2[N:11]([C:15]([CH2:16][CH2:17][CH2:18][NH:19][C:20]([O:21][CH2:22][c:23]3[cH:24][cH:25][cH:26][cH:27][cH:28]3)=[O:29])=[O:30])[CH2:12][CH2:13][CH2:14]2)[cH:31][cH:32]1. Reaction SMILES: CO.[NH2:3][C:4]1[CH:25]=[CH:24][C:23]([Cl:26])=[CH:22][C:5]=1[CH:6]([OH:21])[C:7]1[CH:12]=[CH:11][CH:10]=[C:9]([NH:13][C:14]([O:16][C:17]([CH3:20])([CH3:19])[CH3:18])=[O:15])[CH:8]=1.[CH3:27][C:28]([CH3:32])([CH3:31])[CH:29]=O.C([BH3-])#N.[Na+]>C(OC(=O)C)C.C(O)(=O)C>[Cl:26][C:23]1[CH:24]=[CH:25][C:4]([NH:3][CH2:27][C:28]([CH3:32])([CH3:31])[CH3:29])=[C:5]([CH:22]=1)[CH:6]([OH:21])[C:7]1[CH:12]=[CH:11][CH:10]=[C:9]([NH:13][C:14]([O:16][C:17]([CH3:20])([CH3:19])[CH3:18])=[O:15])[CH:8]=1 |f:3.4|. Conditions: time 10 minute. Reactants: C(#N)[BH3-].[Na+] (sodium cyano borohydride), CO (methanol), NC1=C(C(C2=CC(=CC=C2)NC(=O)OC(C)(C)C)O)C=C(C=C1)Cl (2-amino-5-chloro-α-(3-tert-butoxycarbonylaminophenyl) benzyl alcohol), CC(C=O)(C)C (trimethyl acetaldehyde). Reported procedure: To a methanol (4 ml) solution of 2-amino-5-chloro-α-(3-tert-butoxycarbonylaminophenyl) benzyl alcohol (0.4 g) were added trimethyl acetaldehyde (109 mg) and acetic acid (76 mg). The mixture was stirred for 10 minutes at room temperature, to which was added sodium cyano borohydride (79 mg). The mixture was stirred for one hour at room temperature, to which was added acetic acid ethyl ester (50 ml). The mixture was washed with water and dried over anhydrous MgSO4. The solvent was then distilled of... Yields the product ClC=1C=CC(=C(C(C2=CC(=CC=C2)NC(=O)OC(C)(C)C)O)C1)NCC(C)(C)C (5-chloro-α-(3-tert-butoxycarbonylaminophenyl)-2-neopentylaminobenzyl alcohol). Yield: 89.5%. Solvent: C(C)(=O)O (acetic acid), C(C)OC(C)=O (acetic acid ethyl ester). The reactants are FC=1C=CC=C2C(N(C(=NC12)N1CCN(CC1)C1=CC=C(C=C1)F)C1=C(C=CC(=C1)C(F)(F)F)OC)CC(=O)OC (Methyl {8-fluoro-2-[4-(4-fluorophenyl)-1-piperazinyl]-3-[2-methoxy-5-(trifluoromethyl)phenyl]-3,4-dihydro-4-quinazolinyl}acetate), [OH-].[Na+] (sodium hydroxide). Solvent: O1CCOCC1 (dioxane). The product is FC=1C=CC=C2C(N(C(=NC12)N1CCN(CC1)C1=CC=C(C=C1)F)C1=C(C=CC(=C1)C(F)(F)F)OC)CC(=O)O ({8-Fluoro-2-[4-(4-fluorophenyl)-1-piperazinyl]-3-[2-methoxy-5-(trifluoromethyl)phenyl]-3,4-dihydro-4-quinazolinyl}acetic acid). As a reaction SMILES: [F:1][C:2]1[CH:3]=[CH:4][CH:5]=[C:6]2[C:11]=1[N:10]=[C:9]([N:12]1[CH2:17][CH2:16][N:15]([C:18]3[CH:23]=[CH:22][C:21]([F:24])=[CH:20][CH:19]=3)[CH2:14][CH2:13]1)[N:8]([C:25]1[CH:30]=[C:29]([C:31]([F:34])([F:33])[F:32])[CH:28]=[CH:27][C:26]=1[O:35][CH3:36])[CH:7]2[CH2:37][C:38]([O:40]C)=[O:39].[OH-].[Na+]>O1CCOCC1>[F:1][C:2]1[CH:3]=[CH:4][CH:5]=[C:6]2[C:11]=1[N:10]=[C:9]([N:12]1[CH2:13][CH2:14][N:15]([C:18]3[CH:19]=[CH:20][C:21]([F:24])=[CH:22][CH:23]=3)[CH2:16][CH2:17]1)[N:8]([C:25]1[CH:30]=[C:29]([C:31]([F:34])([F:32])[F:33])[CH:28]=[CH:27][C:26]=1[O:35][CH3:36])[CH:7]2[CH2:37][C:38]([OH:40])=[O:39] |f:1.2|. Reported procedure: In 800 ml of dioxane, 15 g (26.11 mmol) of methyl {8-fluoro-2-[4-(4-fluorophenyl)-1-piperazinyl]-3-[2-methoxy-5-(trifluoromethyl)phenyl]-3,4-dihydro-4-quinazolinyl}acetate (Example 30A) and 3.13 g (78.32 mmol) of sodium hydroxide are stirred at 50° C. for 4 hours. Following distillative removal of the solvent, the residue is dissolved in 500 ml of water and acidified and the precipitate is filtered off with suction. The product is washed with water and dried under reduced pressure.